describe an organic reaction: reactants, conditions, products, and yield From a dataset of the Open Reaction Database (ORD), a public repository of structured organic reaction records. Starting materials: CC=1NC2=CC=CC=C2C1 (2-methylindole), C(C1=CC=CC=C1)Cl (benzyl chloride), [OH-].[K+] (KOH), PEG-1000. The solvent is O (H2O), C1(=CC=CC=C1)C (toluene), O (H2O). Product: C(C1=CC=CC=C1)N1C(=CC2=CC=CC=C12)C (1-benzyl-2-methylindole). The yield is 9.4%. Reaction SMILES: [CH3:1][C:2]1[NH:3][C:4]2[C:9]([CH:10]=1)=[CH:8][CH:7]=[CH:6][CH:5]=2.[CH2:11](Cl)[C:12]1[CH:17]=[CH:16][CH:15]=[CH:14][CH:13]=1.[OH-].[K+]>O.C1(C)C=CC=CC=1>[CH2:11]([N:3]1[C:4]2[C:9](=[CH:8][CH:7]=[CH:6][CH:5]=2)[CH:10]=[C:2]1[CH3:1])[C:12]1[CH:17]=[CH:16][CH:15]=[CH:14][CH:13]=1 |f:2.3|. Reported procedure: A mixture of 13.11 g (0.1 mole) of 2-methylindole, 13.92 g (0.11 mole) of benzyl chloride, 33 g (0.5 mole) of 85% KOH, 14 mL of H2O, 2.5 g (2.5 mmoles) of PEG-1000, and 100 mL of toluene was stirred and heated at 60° for 23 hours. After cooling to room temperature, 100 mL of H2O was added. The layers were separated. The aqueous layer was extracted with 100 mL of toluene. The combined toluene phases were washed 2N HCl (2×50 mL), H2O (2×50 mL), and 50 mL of brine and dried over MgSO4. Evaporation ... Reactants: COc1ccc2c(c1)CCC(NC(C)=O)C2, O, O=[N+]([O-])O. Yields the product COc1cc2c(cc1[N+](=O)[O-])CC(NC(C)=O)CC2. As a reaction SMILES: [C:1]([CH3:2])(=[O:3])[NH:4][CH:5]1[CH2:6][c:7]2[cH:8][cH:9][c:10]([O:15][CH3:16])[cH:11][c:12]2[CH2:13][CH2:14]1.[OH2:21].[OH:17][N+:18]([O-:19])=[O:20]>>[C:1]([CH3:2])(=[O:3])[NH:4][CH:5]1[CH2:6][c:7]2[cH:8][c:9]([N+:18](=[O:17])[O-:19])[c:10]([O:15][CH3:16])[cH:11][c:12]2[CH2:13][CH2:14]1. Reactants: O=C(OCc1ccccc1)N(CC1NCCc2cc(O)c(O)cc21)c1ccc(F)cc1, CC(=O)O, Cl, Cl. Yields the product Cl, Oc1cc2c(cc1O)C(CNc1ccc(F)cc1)NCC2. As a reaction SMILES: [CH2:2]([O:3][C:4](=[O:5])[N:12]([c:13]1[cH:14][cH:15][c:16]([F:19])[cH:17][cH:18]1)[CH2:20][CH:21]1[NH:22][CH2:23][CH2:24][c:25]2[cH:26][c:27]([OH:32])[c:28]([OH:31])[cH:29][c:30]21)[c:6]1[cH:7][cH:8][cH:9][cH:10][cH:11]1.[CH3:34][C:35](=[O:36])[OH:37].[ClH:1].[ClH:33]>>[ClH:1].[NH:12]([c:13]1[cH:14][cH:15][c:16]([F:19])[cH:17][cH:18]1)[CH2:20][CH:21]1[NH:22][CH2:23][CH2:24][c:25]2[cH:26][c:27]([OH:32])[c:28]([OH:31])[cH:29][c:30]21. The reactants are CC(NC(=O)C(C)N(C)C(=O)C1CCCN1C(=O)OC(C)(C)C)C(=O)N1CCCC1C(=O)OCC(NC(=O)OCc1ccccc1)C(=O)OCC(=O)c1ccccc1, CC(=O)O, [Zn]. Yields the product CC(NC(=O)C(C)N(C)C(=O)C1CCCN1C(=O)OC(C)(C)C)C(=O)N1CCCC1C(=O)OCC(NC(=O)OCc1ccccc1)C(=O)O. Reaction SMILES: [CH2:1]([c:2]1[cH:3][cH:4][cH:5][cH:6][cH:7]1)[O:8][C:9](=[O:10])[NH:11][CH:12]([CH2:13][O:14][C:15](=[O:16])[CH:17]1[N:18]([C:22]([CH:23]([CH3:24])[NH:25][C:26](=[O:27])[CH:28]([CH3:29])[N:30]([C:31](=[O:32])[CH:33]2[N:34]([C:38](=[O:39])[O:40][C:41]([CH3:42])([CH3:43])[CH3:44])[CH2:35][CH2:36][CH2:37]2)[CH3:45])=[O:46])[CH2:19][CH2:20][CH2:21]1)[C:47](=[O:48])[O:49][CH2:50][C:51](=[O:52])[c:53]1[cH:54][cH:55][cH:56][cH:57][cH:58]1.[CH3:60][C:61](=[O:62])[OH:63].[Zn:59]>>[CH2:1]([c:2]1[cH:3][cH:4][cH:5][cH:6][cH:7]1)[O:8][C:9](=[O:10])[NH:11][CH:12]([CH2:13][O:14][C:15](=[O:16])[CH:17]1[N:18]([C:22]([CH:23]([CH3:24])[NH:25][C:26](=[O:27])[CH:28]([CH3:29])[N:30]([C:31](=[O:32])[CH:33]2[N:34]([C:38](=[O:39])[O:40][C:41]([CH3:42])([CH3:43])[CH3:44])[CH2:35][CH2:36][CH2:37]2)[CH3:45])=[O:46])[CH2:19][CH2:20][CH2:21]1)[C:47](=[O:48])[OH:49]. The reactants are [OH-].[Na+] (NaOH), C1(=CC=CC=C1)C(CCN1CCN(CCC1)CC(=O)OC)C1=CC=CC=C1 (Methyl [4-(3,3-diphenylpropyl)homopiperazine-1-yl]acetate), CO (MeOH), [OH-].[Na+] (NaOH), methyl ester. Run in O1CCOCC1 (dioxane). Reaction conditions: time 30 minute. Yields the product C1(=CC=CC=C1)C(CCN1CCN(CCC1)CC(=O)[O-])C1=CC=CC=C1.[Na+] (sodium [4-(3,3-diphenylpropyl)homopiperazine-1-yl]acetate). The yield is 88.0%. RXN SMILES: [C:1]1([CH:7]([C:22]2[CH:27]=[CH:26][CH:25]=[CH:24][CH:23]=2)[CH2:8][CH2:9][N:10]2[CH2:16][CH2:15][CH2:14][N:13]([CH2:17][C:18]([O:20]C)=[O:19])[CH2:12][CH2:11]2)[CH:6]=[CH:5][CH:4]=[CH:3][CH:2]=1.CO.[OH-].[Na+:31]>O1CCOCC1>[C:22]1([CH:7]([C:1]2[CH:6]=[CH:5][CH:4]=[CH:3][CH:2]=2)[CH2:8][CH2:9][N:10]2[CH2:16][CH2:15][CH2:14][N:13]([CH2:17][C:18]([O-:20])=[O:19])[CH2:12][CH2:11]2)[CH:23]=[CH:24][CH:25]=[CH:26][CH:27]=1.[Na+:31] |f:2.3,5.6|. Reported procedure: Methyl [4-(3,3-diphenylpropyl)homopiperazine-1-yl]acetate (0.327 g, 0.89 mmol) was dissolved in a mixture of dioxane (3.1 mL). MeOH (1.1 mL) and 4N NaOH (0.22 mL). After stirring for 30 min. 5 more drops of 4N NaOH were added and stirring was, continued until hydrolysis of the methyl ester was complete. The mixture was concentrated in vacuo and the residue subjected to flash silica gel column chromatography (eluent: CH2Cl2/MeOH, 1/1, v/v) to give sodium [4-(3,3-diphenylpropyl)homopiperazine-1-yl... Starting materials: saturated solution, [Cl-].[NH4+] (ammonium chloride), C=1(C(=CC=CC1)C)C (xylene), C(CBr)Br (ethylene dibromide), C1(=CC=CC=C1)/C=C/CCCO (trans-5-phenyl-4-penten-1-ol). Run in CCOCC (ether), O (water). Product: CC(=C)C(CC\C=C\C1=CC=CC=C1)O (trans-2-methyl-7-phenyl-1,6-heptadien-3-ol). Reaction SMILES: [C:1]1(C)[C:2](C)=CC=C[CH:6]=1.C(Br)CBr.[C:13]1(/[CH:19]=[CH:20]/[CH2:21][CH2:22][CH2:23][OH:24])[CH:18]=[CH:17][CH:16]=[CH:15][CH:14]=1.[Cl-].[NH4+]>O.CCOCC>[CH3:2][C:1]([CH:23]([OH:24])[CH2:22][CH2:21]/[CH:20]=[CH:19]/[C:13]1[CH:18]=[CH:17][CH:16]=[CH:15][CH:14]=1)=[CH2:6] |f:3.4|. Reported procedure: Magnesium (a) (12.5 g) was flame dried in a 250 ml 3-necked flask equipped with mechanical stirrer, reflux condenser, and addition funnel. The magnesium was covered with 52 ml of dry tetrahydrofuran (b) and reaction was initiated by the addition of ca. 0.5 ml of ethylene dibromide under a nitrogen atomosphere. To the stirred mixture was added 30.9 g of 2-bromopropene (c) dropwise at a rate which maintained reflux without external heating. After the addition, the Grignard solution was stirred unt... Reactants: Cl, Cl, Cl, NC1CCC(CCN2CCN(c3nccc4c3CCO4)CC2)CC1, O=S(=O)(Cl)Cl, c1ccccc1. Product: O=S(=O)(NC1CCC(CCN2CCN(c3nccc4c3CCO4)CC2)CC1)c1ccccc1. As a reaction SMILES: [ClH:1].[ClH:2].[ClH:3].[O:4]1[CH2:5][CH2:6][c:7]2[c:8]([N:13]3[CH2:14][CH2:15][N:16]([CH2:19][CH2:20][CH:21]4[CH2:22][CH2:23][CH:24]([NH2:27])[CH2:25][CH2:26]4)[CH2:17][CH2:18]3)[n:9][cH:10][cH:11][c:12]21.[S:28](=[O:29])(=[O:30])([Cl:31])[Cl:32].[cH:33]1[cH:34][cH:35][cH:36][cH:37][cH:38]1>>[O:4]1[CH2:5][CH2:6][c:7]2[c:8]([N:13]3[CH2:14][CH2:15][N:16]([CH2:19][CH2:20][CH:21]4[CH2:22][CH2:23][CH:24]([NH:27][S:28](=[O:29])(=[O:30])[c:33]5[cH:34][cH:35][cH:36][cH:37][cH:38]5)[CH2:25][CH2:26]4)[CH2:17][CH2:18]3)[n:9][cH:10][cH:11][c:12]21. Starting materials: C1(=CC=CC=C1)C1=C(C=CC=C1)CN1C(C=2C(C1=O)=CC=CC2)=O (N-(2-Phenyl-phenylmethyl)-phthalimide), Ice water. The solvent is O.NN (hydrazine hydrate). Yields the product C1(=CC=CC=C1)C1=C(C=CC=C1)CN (2-phenyl-phenylmethyl amine). Isolated yield 78.9%. Reaction SMILES: [C:1]1([C:7]2[CH:12]=[CH:11][CH:10]=[CH:9][C:8]=2[CH2:13][N:14]2C(=O)C3=CC=CC=C3C2=O)[CH:6]=[CH:5][CH:4]=[CH:3][CH:2]=1>O.NN>[C:1]1([C:7]2[CH:12]=[CH:11][CH:10]=[CH:9][C:8]=2[CH2:13][NH2:14])[CH:2]=[CH:3][CH:4]=[CH:5][CH:6]=1 |f:1.2|. Procedure details: N-(2-Phenyl-phenylmethyl)-phthalimide (6.5 g) in 25 cc of hydrazine hydrate were stirred at room temperature overnight. Ice water was added and the solid separated by filtration. The filtrate was salted out with brine and extracted with ethyl acetate. The ethyl acetate extract was washed with water, dried over magnesium sulfate, filtered and concentrated to dryness to afford 3 g of subtitled product as an oil. Starting materials: Br.Br.CNC1CC2=C(N=C(S2)N)CC1 (N6-Methyl-4,5,6,7-tetrahydro-benzothiazole-2,6-diamine dihydrobromide), C(CC)NC1CC2=C(N=CS2)CC1 (propyl-(4,5,6,7-tetrahydro-benzothiazol-6-yl)-amine). Product: CNC1CC2=C(N=CS2)CC1 (Methyl-(4,5,6,7-tetrahydro-benzothiazol-6-yl)-amine). Isolated yield 40.0%. RXN SMILES: Br.Br.[CH3:3][NH:4][CH:5]1[CH2:14][CH2:13][C:8]2[N:9]=[C:10](N)[S:11][C:7]=2[CH2:6]1.C(NC1CCC2N=CSC=2C1)CC>>[CH3:3][NH:4][CH:5]1[CH2:14][CH2:13][C:8]2[N:9]=[CH:10][S:11][C:7]=2[CH2:6]1 |f:0.1.2|. Procedure details: Methyl-(4,5,6,7-tetrahydro-benzothiazol-6-yl)-amine (3C) is prepared from 3B as described for 1C.